Dataset: the Open Reaction Database (ORD), a public repository of structured organic reaction records. Task: describe an organic reaction: reactants, conditions, products, and yield Starting materials: OCc1cnccc1Br, N#Cc1cccc(C=O)c1, [Li]CCCC, C1CCOC1. Product: N#Cc1cccc(C(O)c2ccncc2CO)c1. As a reaction SMILES: [Br:1][c:2]1[c:3]([CH2:8][OH:9])[cH:4][n:5][cH:6][cH:7]1.[C:15](#[N:16])[c:17]1[cH:18][c:19]([CH:20]=[O:21])[cH:22][cH:23][cH:24]1.[CH2:10]([Li:11])[CH2:12][CH2:13][CH3:14].[CH2:25]1[O:26][CH2:27][CH2:28][CH2:29]1>>[c:2]1([CH:20]([c:19]2[cH:18][c:17]([C:15]#[N:16])[cH:24][cH:23][cH:22]2)[OH:21])[c:3]([CH2:8][OH:9])[cH:4][n:5][cH:6][cH:7]1. The reactants are C1(=CC=CC=C1)P(C1=CC=CC=C1)C1=CC=CC=C1 (Triphenylphosphine), FC1=C(C=CC=C1)C1=C(OC(C2=CC=CC=C12)=O)CO (4-(2-fluorophenyl)-3-(hydroxymethyl)-1H-isochromen-1-one), FC1=C(C=CC=C1)C1=C(OC(C2=CC=CC=C12)=O)CO (4-(2-fluorophenyl)-3-(hydroxymethyl)-1H-isochromen-1-one), BrC(Br)(Br)Br (perbromomethane), C(Cl)Cl (DCM). Solvent: CO (MeOH). Run at time 24 hour. Yields the product BrCC=1OC(C2=CC=CC=C2C1C1=C(C=CC=C1)F)=O (3-(Bromomethyl)-4-(2-fluorophenyl)-1H-isochromen-1-one). Yield: 75.0%. Reaction SMILES: C1(P(C2C=CC=CC=2)C2C=CC=CC=2)C=CC=CC=1.[F:20][C:21]1[CH:26]=[CH:25][CH:24]=[CH:23][C:22]=1[C:27]1[C:36]2[C:31](=[CH:32][CH:33]=[CH:34][CH:35]=2)[C:30](=[O:37])[O:29][C:28]=1[CH2:38]O.[Br:40]C(Br)(Br)Br.C(Cl)Cl>CO>[Br:40][CH2:38][C:28]1[O:29][C:30](=[O:37])[C:31]2[C:36]([C:27]=1[C:22]1[CH:23]=[CH:24][CH:25]=[CH:26][C:21]=1[F:20])=[CH:35][CH:34]=[CH:33][CH:32]=2. Procedure details: Triphenylphosphine (0.127 g, 0.488 mmol)) was added to a solution of 4-(2-fluorophenyl)-3-(hydroxymethyl)-1H-isochromen-1-one (intermediate B4, 40 mg, 0.148 mmol) and perbromomethane (0.161 g, 0.488 mmol) in DCM (0.7 ml, 57.5 mmol), and the resulting mixture was stirred at RT for 24 hrs. The reaction was taken up with MeOH then concentrated under reduced pressure. The crude was purified over a Biotage Silica 10 g SNAP cartridge with a gradient of hexane and EtOAc to give the title compound (37 m... Reaction SMILES: [Cl:1][C:2]1[CH:7]=[CH:6][CH:5]=[C:4]([Cl:8])[C:3]=1[CH2:9][S:10]([C:13]1[CH:14]=[C:15]2[C:19](=[CH:20][CH:21]=1)[NH:18][C:17](=[O:22])/[C:16]/2=[CH:23]\[C:24]1[NH:28][C:27]([CH3:29])=[C:26]([C:30]([OH:32])=O)[C:25]=1[CH3:33])(=[O:12])=[O:11].C1C=CC2N(O)N=NC=2C=1.CCN=C=NCCCN(C)C.Cl.[CH3:56][O:57][CH2:58][C@H:59]1[CH2:63][CH2:62][CH2:61][NH:60]1>CN(C=O)C>[Cl:8][C:4]1[CH:5]=[CH:6][CH:7]=[C:2]([Cl:1])[C:3]=1[CH2:9][S:10]([C:13]1[CH:14]=[C:15]2[C:19](=[CH:20][CH:21]=1)[NH:18][C:17](=[O:22])/[C:16]/2=[CH:23]\[C:24]1[NH:28][C:27]([CH3:29])=[C:26]([C:30]([N:60]2[CH2:61][CH2:62][CH2:63][C@H:59]2[CH2:58][O:57][CH3:56])=[O:32])[C:25]=1[CH3:33])(=[O:11])=[O:12] |f:2.3|. Starting materials: COC[C@@H]1NCCC1 ((R)-(-)-2-(methoxymethyl)pyrrolidine), ClC1=C(C(=CC=C1)Cl)CS(=O)(=O)C=1C=C2/C(/C(NC2=CC1)=O)=C/C1=C(C(=C(N1)C)C(=O)O)C (5-[5-(2,6-dichloro-phenylmethanesulfonyl)-2-oxo-1,2-dihydro-indol-(3Z)-ylidenemethyl]-2,4-dimethyl-1H-pyrrole-3-carboxylic acid), C=1C=CC2=C(C1)N=NN2O (HOBt), CCN=C=NCCCN(C)C.Cl (EDAC.HCl), TEA. Reaction conditions: time 30 minute. Solvent: CN(C)C=O (DMF). Procedure: To a solution of 5-[5-(2,6-dichloro-phenylmethanesulfonyl)-2-oxo-1,2-dihydro-indol-(3Z)-ylidenemethyl]-2,4-dimethyl-1H-pyrrole-3-carboxylic acid (100 mg, 0.2 mmol) in DMF (5 mL) was added HOBt (32 mg, 1.2 eq.), EDAC.HCl (46 mg, 1.2 eq.) and TEA (50 mg, 2.5 eq.). After stirring at rt for 30 mins, to the mixture was added (R)-(-)-2-(methoxymethyl)pyrrolidine (46 mg, 2 eq.). After stirring at rt for overnight, the reaction was concentrated and the residue was purified on a silica gel column to give... Product: ClC1=C(C(=CC=C1)Cl)CS(=O)(=O)C=1C=C2/C(/C(NC2=CC1)=O)=C/C=1NC(=C(C1C)C(=O)N1[C@@H](CCC1)COC)C (5-(2,6-Dichloro-phenylmethanesulfonyl)-3-[1-[4-((S)-2-methoxymethyl-pyrrolidine-1-carbonyl)-3,5-dimethyl-1H-pyrrol-2-yl]-meth-(Z)-ylidene]-1,3-dihydro-indol-2-one). The reactants are COC(=O)Oc1cc([N+](=O)[O-])ccc1OC(F)(F)F, CCOC(C)=O. Product: COC(=O)Oc1cc(N)ccc1OC(F)(F)F. RXN SMILES: [C:1]([O:2][CH3:3])([O:4][c:5]1[c:6]([O:14][C:15]([F:16])([F:17])[F:18])[cH:7][cH:8][c:9]([N+:11]([O-:12])=[O:13])[cH:10]1)=[O:19].[CH3:20][CH2:21][O:22][C:23](=[O:24])[CH3:25]>>[C:1]([O:2][CH3:3])([O:4][c:5]1[c:6]([O:14][C:15]([F:16])([F:17])[F:18])[cH:7][cH:8][c:9]([NH2:11])[cH:10]1)=[O:19]. Product: COc1ccc(C(=O)N2CCN(CCn3c(C(=O)N(C)c4cc(C)cc(C)n4)nc4ccccc43)CC2)cc1OC. The reactants are Cc1cc(C)nc(N(C)C(=O)c2nc3ccccc3[nH]2)c1, COc1ccc(C(=O)N2CCN(CCCl)CC2)cc1OC, CS(C)=O, [Cl-], [H-], [NH4+], [Na+]. As a reaction SMILES: [CH3:1][N:2]([C:3](=[O:4])[c:5]1[nH:6][c:7]2[c:8]([n:9]1)[cH:10][cH:11][cH:12][cH:13]2)[c:14]1[n:15][c:16]([CH3:21])[cH:17][c:18]([CH3:20])[cH:19]1.[CH3:24][O:25][c:26]1[cH:27][c:28]([C:29](=[O:30])[N:31]2[CH2:32][CH2:33][N:34]([CH2:37][CH2:38][Cl:39])[CH2:35][CH2:36]2)[cH:40][cH:41][c:42]1[O:43][CH3:44].[CH3:47][S:48]([CH3:49])=[O:50].[Cl-:45].[H-:22].[NH4+:46].[Na+:23]>>[CH3:1][N:2]([C:3](=[O:4])[c:5]1[n:6]([CH2:38][CH2:37][N:34]2[CH2:33][CH2:32][N:31]([C:29]([c:28]3[cH:27][c:26]([O:25][CH3:24])[c:42]([O:43][CH3:44])[cH:41][cH:40]3)=[O:30])[CH2:36][CH2:35]2)[c:7]2[c:8]([n:9]1)[cH:10][cH:11][cH:12][cH:13]2)[c:14]1[n:15][c:16]([CH3:21])[cH:17][c:18]([CH3:20])[cH:19]1. Reported procedure: Acetic anhydride (37 μl) was added to a pyridine solution (1 ml) of 4-[5-(1-anilino-1-methylethyl)-4-methyl-4H-1,2,4-triazol-3-yl}phenol (60 mg), followed by stirring for 3 hours. After most of acetic anhydride and pyridine was removed by evaporation under reduced pressure, the residue was purified by thin layer chromatography (chloroform:methanol=9:1) to obtain 40 mg of 4-[5-(1-anilino-1-methylethyl)-4-methyl-4H-1,2,4-triazol-3-yl}phenyl acetate (white crystals). Conditions: time 3 hour. Reaction SMILES: [C:1]([O:4][C:5](=[O:7])[CH3:6])(=O)[CH3:2].[NH:8]([C:15]([C:18]1[N:19]([CH3:30])[C:20]([C:23]2[CH:28]=CC(O)=[CH:25][CH:24]=2)=[N:21][N:22]=1)([CH3:17])[CH3:16])[C:9]1[CH:14]=[CH:13][CH:12]=[CH:11][CH:10]=1>N1C=CC=CC=1>[C:5]([O:4][C:1]1[CH:25]=[CH:24][C:23]([C:20]2[N:19]([CH3:30])[C:18]([C:15]([NH:8][C:9]3[CH:14]=[CH:13][CH:12]=[CH:11][CH:10]=3)([CH3:17])[CH3:16])=[N:22][N:21]=2)=[CH:28][CH:2]=1)(=[O:7])[CH3:6]. Starting materials: C(C)(=O)OC(C)=O (Acetic anhydride), N(C1=CC=CC=C1)C(C)(C)C=1N(C(=NN1)C1=CC=C(C=C1)O)C (4-[5-(1-anilino-1-methylethyl)-4-methyl-4H-1,2,4-triazol-3-yl}phenol). Product: C(C)(=O)OC1=CC=C(C=C1)C1=NN=C(N1C)C(C)(C)NC1=CC=CC=C1 (4-[5-(1-anilino-1-methylethyl)-4-methyl-4H-1,2,4-triazol-3-yl}phenyl acetate). The solvent is N1=CC=CC=C1 (pyridine). The product is C1(=CC=CC=C1)C1=NC2=CC=CC=C2C(=N1)CC1=CC=C(C=C1)C=1C(=CC=CC1)C(=O)O (4'-[(2-phenyl-4-quinazolinyl)-methyl](1,1'-biphenyl)-2-carboxylic acid). The reactants are C1(=CC=CC=C1)C1=NC2=CC=CC=C2C(=N1)CC1=CC=C(C=C1)C=1C(=CC=CC1)C(=O)OC (Methyl 4'-{(2-phenyl-4-quinazolinyl)-methyl](1,1'-biphenyl)-2-carboxylate), [OH-].[Na+] (sodium hydroxide). Solvent: C(C)O (ethanol). RXN SMILES: [C:1]1([C:7]2[N:16]=[C:15]([CH2:17][C:18]3[CH:23]=[CH:22][C:21]([C:24]4[C:25]([C:30]([O:32]C)=[O:31])=[CH:26][CH:27]=[CH:28][CH:29]=4)=[CH:20][CH:19]=3)[C:14]3[C:9](=[CH:10][CH:11]=[CH:12][CH:13]=3)[N:8]=2)[CH:6]=[CH:5][CH:4]=[CH:3][CH:2]=1.[OH-].[Na+]>C(O)C>[C:1]1([C:7]2[N:16]=[C:15]([CH2:17][C:18]3[CH:23]=[CH:22][C:21]([C:24]4[C:25]([C:30]([OH:32])=[O:31])=[CH:26][CH:27]=[CH:28][CH:29]=4)=[CH:20][CH:19]=3)[C:14]3[C:9](=[CH:10][CH:11]=[CH:12][CH:13]=3)[N:8]=2)[CH:2]=[CH:3][CH:4]=[CH:5][CH:6]=1 |f:1.2|. Run at time 2 day. Yield: 64.6%. Procedure: 240 mg of the product of Example 22 were introduced into 2 ml of ethanol and 0155 ml of 2N sodium hydroxide were added. The solution was stirred for 2 days at ambient temperature and then was refluxed for 2 hours. The solution was evaporated to dryness and the residue was taken up in water and neutralized with concentrated hydrochloric acid. The precipiate was filtered, dried and crystallized from a water-isopropyl alcohol mixture 10-90 to obtain 150 mg of the expected product melting at 210° C. Starting materials: COP(OC)(=O)C1=CC=CC2=CC=CC=C12 (dimethylnaphthalene-1-phosphonate), COP(OC)(=O)C1=CC2=CC=CC=C2C=C1 (dimethylnaphthalene-2-phosphonate). Product: C1=CC=CC2=CC=CC=C12 (naphthalene), mixture. The yield is 81.0%. RXN SMILES: COP([C:7]1[C:16]2[C:11](=[CH:12][CH:13]=[CH:14][CH:15]=2)[CH:10]=[CH:9][CH:8]=1)(=O)OC.COP(C1C=CC2C(=CC=CC=2)C=1)(=O)OC>>[CH:15]1[C:16]2[C:11](=[CH:10][CH:9]=[CH:8][CH:7]=2)[CH:12]=[CH:13][CH:14]=1. Procedure: Working up is carried out analogously to Example 4 and gives, in addition to 3.3 g of naphthalene, 14.2 g (81%) of a mixture of isomers, dimethylnaphthalene-1-phosphonate (88.8% by area) and dimethylnaphthalene-2-phosphonate (9.7% by area). The current efficiency is 44%. The reactants are ClC1=CC(=CC2=C1OC1=C2CN(CC1)C(=O)OC(C)(C)C)C(C)(C1=CC=CC=C1)O (tert-butyl 6-chloro-8-(1-hydroxy-1-phenylethyl)-3,4-dihydrobenzofuro[3,2-c]pyridine-2(1H)-carboxylate), FC(C(=O)O)(F)F (trifluoroacetic acid). The solvent is ClCCl (dichloromethane). Reaction conditions: time 2 hour. Product: ClC1=CC(=CC2=C1OC1=C2CNCC1)C(=C)C1=CC=CC=C1 (6-chloro-8-(1-phenylvinyl)-1,2,3,4-tetrahydrobenzofuro[3,2-c]pyridine). Yield: 92.2%. Reaction SMILES: [Cl:1][C:2]1[C:7]2[O:8][C:9]3[CH2:14][CH2:13][N:12](C(OC(C)(C)C)=O)[CH2:11][C:10]=3[C:6]=2[CH:5]=[C:4]([C:22](O)([C:24]2[CH:29]=[CH:28][CH:27]=[CH:26][CH:25]=2)[CH3:23])[CH:3]=1.FC(F)(F)C(O)=O>ClCCl>[Cl:1][C:2]1[C:7]2[O:8][C:9]3[CH2:14][CH2:13][NH:12][CH2:11][C:10]=3[C:6]=2[CH:5]=[C:4]([C:22]([C:24]2[CH:29]=[CH:28][CH:27]=[CH:26][CH:25]=2)=[CH2:23])[CH:3]=1. Reported procedure: To a solution of the product of step A (60.0 mg, 0.14 mmol) in dichloromethane (6 mL) was added trifluoroacetic acid (0.5 mL). After stirring for 2 h at ambient temperature the reaction mixture was quenched with 10% sodium bicarbonate solution (15 mL) and extracted with dichloromethane. The organic extract was dried over sodium sulphate and concentrated in vacuo. The residue was purified by flash column chromatography (SiO2, 9:1 dichloromethane/methanol) affording 6-chloro-8-(1-phenylvinyl)-1,2,... Reactants: CI (methyliodide), [Mg] (magnesium), C(C1=CC=CC=C1)N1CC(CC2=CC=CC=C12)C=O (1-benzyl-3(R,S)-formyl-1,2,3,4-tetrahydroquinoline). The solvent is C(C)OCC (diethyl ether), C(C)OCC (diethyl ether). Run at time 0.5 hour. Yields the product C(C1=CC=CC=C1)N1CC(CC2=CC=CC=C12)C(C)O (1-Benzyl-3(R,S)-1hydroxyethyl-1,2,3,4-tetrahydroquinoline). RXN SMILES: [CH3:1]I.[Mg].[CH2:4]([N:11]1[C:20]2[C:15](=[CH:16][CH:17]=[CH:18][CH:19]=2)[CH2:14][CH:13]([CH:21]=[O:22])[CH2:12]1)[C:5]1[CH:10]=[CH:9][CH:8]=[CH:7][CH:6]=1>C(OCC)C>[CH2:4]([N:11]1[C:20]2[C:15](=[CH:16][CH:17]=[CH:18][CH:19]=2)[CH2:14][CH:13]([CH:21]([OH:22])[CH3:1])[CH2:12]1)[C:5]1[CH:6]=[CH:7][CH:8]=[CH:9][CH:10]=1. Reported procedure: 1.12 ml of methyliodide are added dropwise to 0.435 g of magnesium powder, suspended in 50 ml of diethyl ether, in the course of 10 min. After the mixture has been subsequently stirred for 0.5 h, 1.5 g of 1-benzyl-3(R,S)-formyl-1,2,3,4-tetrahydroquinoline, dissolved in 10 ml of diethyl ether, are added dropwise. The mixture is subsequently stirred for 0.5 h and then poured onto ice-water. The crude product extracted with methylene chloride is purified by means of FC over 150 g of silica gel (mob...